describe an organic reaction: reactants, conditions, products, and yield From a dataset of the Open Reaction Database (ORD), a public repository of structured organic reaction records. The reactants are ClCCl, CN(C)S(=O)(=O)Cl, CCN(C(C)C)C(C)C, COc1cc2ncnc(Nc3cccc(Cl)c3F)c2cc1OC1CCNC1, Cl, c1ccncc1. The product is COc1cc2ncnc(Nc3cccc(Cl)c3F)c2cc1OC1CCN(S(=O)(=O)N(C)C)C1. As a reaction SMILES: [CH2:36]([Cl:37])[Cl:38].[CH3:29][N:30]([S:31](=[O:32])(=[O:33])[Cl:34])[CH3:35].[CH:45]([N:46]([CH:47]([CH3:48])[CH3:49])[CH2:50][CH3:51])([CH3:52])[CH3:53].[Cl:2][c:3]1[c:4]([F:28])[c:5]([NH:6][c:7]2[n:8][cH:9][n:10][c:11]3[cH:12][c:13]([O:23][CH3:24])[c:14]([O:17][CH:18]4[CH2:19][NH:20][CH2:21][CH2:22]4)[cH:15][c:16]23)[cH:25][cH:26][cH:27]1.[ClH:1].[cH:39]1[cH:40][cH:41][n:42][cH:43][cH:44]1>>[Cl:2][c:3]1[c:4]([F:28])[c:5]([NH:6][c:7]2[n:8][cH:9][n:10][c:11]3[cH:12][c:13]([O:23][CH3:24])[c:14]([O:17][CH:18]4[CH2:19][N:20]([S:31]([N:30]([CH3:29])[CH3:35])(=[O:32])=[O:33])[CH2:21][CH2:22]4)[cH:15][c:16]23)[cH:25][cH:26][cH:27]1. Reported procedure: Glycidyl methacrylate corresponding to the formula: ##STR10## is reacted with thiourea corresponding to the formula: ##STR11## at ambient temperature in a mixture of water and ethanol. The reaction gives 2,3-epithiopropyl methacrylate corresponding to the formula: ##STR12## Starting materials: C(C(=C)C)(=O)OCC1CO1 (Glycidyl methacrylate), NC(=S)N (thiourea). Run in O (water), C(C)O (ethanol). The product is C(C(=C)C)(=O)OCC1CS1 (2,3-epithiopropyl methacrylate). RXN SMILES: [C:1]([O:6][CH2:7][CH:8]1O[CH2:9]1)(=[O:5])[C:2]([CH3:4])=[CH2:3].NC(N)=[S:13]>O.C(O)C>[C:1]([O:6][CH2:7][CH:8]1[S:13][CH2:9]1)(=[O:5])[C:2]([CH3:4])=[CH2:3]. As a reaction SMILES: [CH:1]1([NH:6][C:7]2[C:8]([CH3:34])=[C:9]([C:21]([NH:23][CH2:24][C:25]3[C:26](=[O:33])[NH:27][C:28]([CH3:32])=[CH:29][C:30]=3[CH3:31])=[O:22])[CH:10]=[C:11]([C:13]3[CH:18]=[CH:17][C:16]([CH:19]=O)=[CH:15][CH:14]=3)[CH:12]=2)[CH2:5][CH2:4][CH2:3][CH2:2]1.[CH3:35][NH:36][CH3:37].C(O)(=O)C.C([BH3-])#N.[Na+]>CO>[CH:1]1([NH:6][C:7]2[C:8]([CH3:34])=[C:9]([C:21]([NH:23][CH2:24][C:25]3[C:26](=[O:33])[NH:27][C:28]([CH3:32])=[CH:29][C:30]=3[CH3:31])=[O:22])[CH:10]=[C:11]([C:13]3[CH:14]=[CH:15][C:16]([CH2:19][N:36]([CH3:37])[CH3:35])=[CH:17][CH:18]=3)[CH:12]=2)[CH2:5][CH2:4][CH2:3][CH2:2]1 |f:3.4|. The reactants are C(#N)[BH3-].[Na+] (sodium cyanoborohydride), C1(CCCC1)NC=1C(=C(C=C(C1)C1=CC=C(C=C1)C=O)C(=O)NCC=1C(NC(=CC1C)C)=O)C (5-(cyclopentylamino)-N-((4,6-dimethyl-2-oxo-1,2-dihydropyridin-3-yl)methyl)-4′-formyl-4-methyl-[1,1′-biphenyl]-3-carboxamide), CNC (N,N-dimethylamine), C(C)(=O)O (acetic acid). Procedure details: To a stirred solution of 5-(cyclopentylamino)-N-((4,6-dimethyl-2-oxo-1,2-dihydropyridin-3-yl)methyl)-4′-formyl-4-methyl-[1,1′-biphenyl]-3-carboxamide (0.11 g, 0.24 mmol) and N,N-dimethylamine (0.044 g, 1.2 mmol) in methanol (3 mL) was added acetic acid (0.014 g, 0.24 mmol) and the solution stirred at room temperature for 3 h. Then sodium cyanoborohydride (0.030 g, 0.48 mmol) was added and the solution stirred overnight. The solvent was removed under reduced pressure and the residue purified by c... Reaction conditions: time 3 hour. Yields the product C1(CCCC1)NC=1C(=C(C=C(C1)C1=CC=C(C=C1)CN(C)C)C(=O)NCC=1C(NC(=CC1C)C)=O)C (5-(cyclopentylamino)-N-((4,6-dimethyl-2-oxo-1,2-dihydropyridin-3-yl)methyl)-4′-((dimethylamino)methyl)-4-methyl-[1,1′-biphenyl]-3-carboxamide). Run in CO (methanol). The reactants are C(CCCCC)C=1N=C(SC1)C=1OC2=C(C1)C=C(C=C2)OCC2=C(C=CC=C2)CCl (4-hexyl-2-[5-(2-chloromethylphenylmethoxy)benzofuran-2-yl]thiazole), [C-]#N.[Na+] (sodium cyanide), [I-].[K+] (potassium iodide). Run in CO (methanol), [Cl-].[Na+].O (brine). The product is C(CCCCC)C=1N=C(SC1)C=1OC2=C(C1)C=C(C=C2)OCC2=C(C=CC=C2)CC#N (4-hexyl-2-[5-(2-cyanomethylphenylmethoxy)benzofuran-2-yl]thiazole). Isolated yield 84.3%. Reaction SMILES: [CH2:1]([C:7]1[N:8]=[C:9]([C:12]2[O:13][C:14]3[CH:20]=[CH:19][C:18]([O:21][CH2:22][C:23]4[CH:28]=[CH:27][CH:26]=[CH:25][C:24]=4[CH2:29]Cl)=[CH:17][C:15]=3[CH:16]=2)[S:10][CH:11]=1)[CH2:2][CH2:3][CH2:4][CH2:5][CH3:6].[C-:31]#[N:32].[Na+].[I-].[K+]>CO.[Cl-].[Na+].O>[CH2:1]([C:7]1[N:8]=[C:9]([C:12]2[O:13][C:14]3[CH:20]=[CH:19][C:18]([O:21][CH2:22][C:23]4[CH:28]=[CH:27][CH:26]=[CH:25][C:24]=4[CH2:29][C:31]#[N:32])=[CH:17][C:15]=3[CH:16]=2)[S:10][CH:11]=1)[CH2:2][CH2:3][CH2:4][CH2:5][CH3:6] |f:1.2,3.4,6.7.8|. Procedure details: A mixture of 4-hexyl-2-[5-(2-chloromethylphenylmethoxy)benzofuran-2-yl]thiazole (0.80 g), sodium cyanide (0.16 g) and potassium iodide (0.13 g) in methanol (10 ml) was refluxed for 2 hours. After being cooled, the mixture was poured into brine, extracted with ethyl acetate, dried over magnesium sulfate and concentrated in reduced pressure. The resulting residue was subjected to column chromatography on silica gel and eluted with a mixture of ethyl acetate and chloroform (1:33). The fractions con... Starting materials: BrC1=C(C=C(C=O)C=C1)F (4-bromo-3-fluorobenzaldehyde), C(C1=CC=CC=C1)C=1C=CC2=C(C=CS2)C1 (5-benzylbenzothiophene), C(C)(=O)[O-].[K+] (potassium acetate). The reagents and catalysts are [Pd].C1(=CC=CC=C1)P(C1=CC=CC=C1)C1=CC=CC=C1.C1(=CC=CC=C1)P(C1=CC=CC=C1)C1=CC=CC=C1.C1(=CC=CC=C1)P(C1=CC=CC=C1)C1=CC=CC=C1.C1(=CC=CC=C1)P(C1=CC=CC=C1)C1=CC=CC=C1 (tetrakis(triphenylphosphine) palladium(0)). Solvent: CN(C(C)=O)C (N,N-dimethylacetamide). Reaction conditions: temperature 150 celsius. Product: C(C1=CC=CC=C1)C1=CC2=C(SC(=C2)C2=C(C=C(C=O)C=C2)F)C=C1 (4-(5-Benzylbenzo[b]thiophen-2-yl)-3-fluorobenzaldehyde). As a reaction SMILES: Br[C:2]1[CH:9]=[CH:8][C:5]([CH:6]=[O:7])=[CH:4][C:3]=1[F:10].[CH2:11]([C:18]1[CH:19]=[CH:20][C:21]2[S:25][CH:24]=[CH:23][C:22]=2[CH:26]=1)[C:12]1[CH:17]=[CH:16][CH:15]=[CH:14][CH:13]=1.C([O-])(=O)C.[K+]>[Pd].C1(P(C2C=CC=CC=2)C2C=CC=CC=2)C=CC=CC=1.C1(P(C2C=CC=CC=2)C2C=CC=CC=2)C=CC=CC=1.C1(P(C2C=CC=CC=2)C2C=CC=CC=2)C=CC=CC=1.C1(P(C2C=CC=CC=2)C2C=CC=CC=2)C=CC=CC=1.CN(C)C(=O)C>[CH2:11]([C:18]1[CH:19]=[CH:20][C:21]2[S:25][C:24]([C:2]3[CH:9]=[CH:8][C:5]([CH:6]=[O:7])=[CH:4][C:3]=3[F:10])=[CH:23][C:22]=2[CH:26]=1)[C:12]1[CH:13]=[CH:14][CH:15]=[CH:16][CH:17]=1 |f:2.3,4.5.6.7.8|. Procedure details: A mixture of 4-bromo-3-fluorobenzaldehyde (40 mg, 0.198 mmol), 5-benzylbenzothiophene (44 mg, 0.198 mmol), potassium acetate (5 mg, 0.05 mmol), tetrakis(triphenylphosphine) palladium(0) (11 mg, 0.010 mmol) and N,N-dimethylacetamide (5 mL) was heated at 150° C. for 12 h. The solvent was evaporated in vacuo and the residue was triturated with water (50 mL) and extracted with dichloromethane (2×100 mL). The organic phase was dried over sodium sulfate, filtered and concentrated. The residue was puri... Reported procedure: Following the procedure of Example 22, the titled compound was prepared as a white solid (67%) from sec-butyl 2-(1,3-dithietan-2-ylidene)-2-(ethoxycarboxycarbonyl)acetate and 2-amino-4-methylthiazole. RXN SMILES: [S:1]1[CH2:4][S:3][C:2]1=[C:5]([C:13](C(OOCC)=O)=[O:14])[C:6]([O:8][CH:9]([CH2:11][CH3:12])[CH3:10])=[O:7].[NH2:21][C:22]1[S:23][CH:24]=[C:25]([CH3:27])[N:26]=1>>[S:3]1[CH2:4][S:1][C:2]1=[C:5]([C:13](=[O:14])[NH:21][C:22]1[S:23][CH:24]=[C:25]([CH3:27])[N:26]=1)[C:6]([O:8][CH:9]([CH2:11][CH3:12])[CH3:10])=[O:7]. Starting materials: solid, S1C(SC1)=C(C(=O)OC(C)CC)C(=O)C(=O)OOCC (sec-butyl 2-(1,3-dithietan-2-ylidene)-2-(ethoxycarboxycarbonyl)acetate), NC=1SC=C(N1)C (2-amino-4-methylthiazole). Yields the product S1C(SC1)=C(C(=O)OC(C)CC)C(NC=1SC=C(N1)C)=O (Sec-butyl 2-(1,3-dithietan-2-ylidene)-2-[N-(4-methyl-2-thiazolyl)carbamoyl]acetate). Reaction SMILES: [CH3:12][CH2:13][O-:14].[CH3:15][CH2:16][OH:17].[Cl:1][c:2]1[cH:3][c:4]2[c:5]([cH:6][n:7]1)[s:8][cH:9][cH:10]2.[Na+:11]>>[c:2]1([O:14][CH2:13][CH3:12])[cH:3][c:4]2[c:5]([cH:6][n:7]1)[s:8][cH:9][cH:10]2. Product: CCOc1cc2ccsc2cn1. Starting materials: CC[O-], CCO, Clc1cc2ccsc2cn1, [Na+]. Starting materials: CC1(CCCC=2C=CC=C(C12)OC)C (8,8-dimethyl-1-methoxy-5,6,7,8-tetrahydronaphthalene), ice water. The solvent is ClCCl (dichloromethane), [B] (boron). Yields the product CC1(CCCC=2C=CC=C(C12)O)C (8,8-dimethyl-5,6,7,8-tetrahydro-1-naphthol). Isolated yield 73.9%. As a reaction SMILES: [CH3:1][C:2]1([CH3:14])[C:11]2[C:10]([O:12]C)=[CH:9][CH:8]=[CH:7][C:6]=2[CH2:5][CH2:4][CH2:3]1>ClCCl.[B]>[CH3:1][C:2]1([CH3:14])[C:11]2[C:10]([OH:12])=[CH:9][CH:8]=[CH:7][C:6]=2[CH2:5][CH2:4][CH2:3]1. Reported procedure: To a solution of 8,8-dimethyl-1-methoxy-5,6,7,8-tetrahydronaphthalene (16.4 g, 86 mmole) in dry dichloromethane (300 ml), boron tribomide (23.75 g, 91 mmole) was added at -58°. The mixture was stirred and warmed to 0° over 3 hours, poured into ice-water (1 lit) and extracted with diethylether. The ethereal extract was washed with water and aqueous saturated sodium chloride, dried and evaporated. The residue was chromatographed in silica gel using dichloromethane as eluant to give 8,8-dimethyl-5,... Reactants: CCCOC(C)Oc1ccc(OB([O-])[O-])cc1, COc1cccc(CN2CCC(C(=O)O)=Cc3cc(Br)ccc32)c1, O=C([O-])[O-], Cc1ccccc1, CCO, Cl, [K+], [K+], O. The product is CCCOC(C)Oc1ccc(-c2ccc3c(c2)C=C(C(=O)O)CCN3Cc2cccc(OC)c2)cc1. RXN SMILES: [B:25]([O-:26])([O-:40])[O:41][c:27]1[cH:28][cH:29][c:30]([O:33][CH:34]([CH3:35])[O:36][CH2:37][CH2:38][CH3:39])[cH:31][cH:32]1.[Br:1][c:2]1[cH:3][cH:4][c:5]2[c:6]([cH:24]1)[CH:7]=[C:8]([C:21](=[O:22])[OH:23])[CH2:9][CH2:10][N:11]2[CH2:12][c:13]1[cH:14][c:15]([O:19][CH3:20])[cH:16][cH:17][cH:18]1.[C:42](=[O:43])([O-:44])[O-:45].[CH3:49][c:50]1[cH:51][cH:52][cH:53][cH:54][cH:55]1.[CH3:57][CH2:58][OH:59].[ClH:48].[K+:46].[K+:47].[OH2:56]>>[c:2]1(-[c:27]2[cH:28][cH:29][c:30]([O:33][CH:34]([CH3:35])[O:36][CH2:37][CH2:38][CH3:39])[cH:31][cH:32]2)[cH:3][cH:4][c:5]2[c:6]([cH:24]1)[CH:7]=[C:8]([C:21](=[O:22])[OH:23])[CH2:9][CH2:10][N:11]2[CH2:12][c:13]1[cH:14][c:15]([O:19][CH3:20])[cH:16][cH:17][cH:18]1.